This data is from the Open Reaction Database (ORD), a public repository of structured organic reaction records. The task is: describe an organic reaction: reactants, conditions, products, and yield Starting materials: O=C([O-])[O-], COc1ccc(CCl)cc1, [K+], [K+], CN(C)C=O, O, COC(=O)c1n[nH]c2ccccc12. Product: COC(=O)c1nn(Cc2ccc(OC)cc2)c2ccccc12. As a reaction SMILES: [C:24](=[O:25])([O-:26])[O-:27].[CH3:14][O:15][c:16]1[cH:17][cH:18][c:19]([CH2:20][Cl:21])[cH:22][cH:23]1.[K+:28].[K+:29].[O:30]=[CH:31][N:32]([CH3:33])[CH3:34].[OH2:35].[nH:1]1[n:2][c:3]([C:10](=[O:11])[O:12][CH3:13])[c:4]2[cH:5][cH:6][cH:7][cH:8][c:9]12>>[n:1]1([CH2:20][c:19]2[cH:18][cH:17][c:16]([O:15][CH3:14])[cH:23][cH:22]2)[n:2][c:3]([C:10](=[O:11])[O:12][CH3:13])[c:4]2[cH:5][cH:6][cH:7][cH:8][c:9]12. The reactants are CC#N, C=C(Cl)c1c(Cl)nc(C)nc1C(F)(F)F, O, c1c[nH]cn1. The product is C=C(Cl)c1c(-n2ccnc2)nc(C)nc1C(F)(F)F. As a reaction SMILES: [CH3:22][C:23]#[N:24].[Cl:1][c:2]1[n:3][c:4]([CH3:15])[n:5][c:6]([C:11]([F:12])([F:13])[F:14])[c:7]1[C:8](=[CH2:9])[Cl:10].[OH2:21].[nH:16]1[cH:17][n:18][cH:19][cH:20]1>>[c:2]1(-[n:16]2[cH:17][n:18][cH:19][cH:20]2)[n:3][c:4]([CH3:15])[n:5][c:6]([C:11]([F:12])([F:13])[F:14])[c:7]1[C:8](=[CH2:9])[Cl:10]. Reactants: CC(C)(C)OC(=O)N1CCC(C#N)(c2ccc(OCCCN3CCCC3)cc2)CC1, ClCCl, O=C(O)C(F)(F)F. Product: N#CC1(c2ccc(OCCCN3CCCC3)cc2)CCNCC1. Reaction SMILES: [C:1](#[N:2])[C:3]1([c:16]2[cH:17][cH:18][c:19]([O:22][CH2:23][CH2:24][CH2:25][N:26]3[CH2:27][CH2:28][CH2:29][CH2:30]3)[cH:20][cH:21]2)[CH2:4][CH2:5][N:6]([C:9]([O:10][C:11]([CH3:12])([CH3:13])[CH3:14])=[O:15])[CH2:7][CH2:8]1.[Cl:38][CH2:39][Cl:40].[OH:31][C:32]([C:33]([F:34])([F:35])[F:36])=[O:37]>>[C:1](#[N:2])[C:3]1([c:16]2[cH:17][cH:18][c:19]([O:22][CH2:23][CH2:24][CH2:25][N:26]3[CH2:27][CH2:28][CH2:29][CH2:30]3)[cH:20][cH:21]2)[CH2:4][CH2:5][NH:6][CH2:7][CH2:8]1. The reactants are CO, Cc1ccc(CC#N)cc1C, O, O=S(=O)(O)O. Product: COC(=O)Cc1ccc(C)c(C)c1. Reaction SMILES: [CH3:17][OH:18].[CH3:1][c:2]1[cH:3][c:4]([CH2:9][C:10]#[N:11])[cH:5][cH:6][c:7]1[CH3:8].[OH2:19].[S:12]([OH:13])(=[O:14])(=[O:15])[OH:16]>>[CH3:1][c:2]1[cH:3][c:4]([CH2:9][C:10](=[O:13])[O:18][CH3:17])[cH:5][cH:6][c:7]1[CH3:8]. Starting materials: CCOC(=O)CCc1cccc(O)c1, C1CCOC1, COc1ccc(COC(c2cccc(OCCCO)c2)(C(F)(F)F)C(F)(F)F)cc1, CC(C)OC(=O)N=NC(=O)OC(C)C, c1ccc(P(c2ccccc2)c2ccccc2)cc1. Yields the product CCOC(=O)CCc1cccc(OCCCOc2cccc(C(OCc3ccc(OC)cc3)(C(F)(F)F)C(F)(F)F)c2)c1. RXN SMILES: [CH2:31]([CH3:32])[O:33][C:34]([CH2:35][CH2:36][c:37]1[cH:38][c:39]([OH:43])[cH:40][cH:41][cH:42]1)=[O:44].[CH2:78]1[O:79][CH2:80][CH2:81][CH2:82]1.[F:1][C:2]([C:3]([C:4]([F:5])([F:6])[F:7])([O:8][CH2:9][c:10]1[cH:11][cH:12][c:13]([O:16][CH3:17])[cH:14][cH:15]1)[c:18]1[cH:19][c:20]([O:21][CH2:22][CH2:23][CH2:24][OH:25])[cH:26][cH:27][cH:28]1)([F:29])[F:30].[O:64]=[C:65]([O:66][CH:67]([CH3:68])[CH3:69])[N:70]=[N:71][C:72]([O:73][CH:74]([CH3:75])[CH3:76])=[O:77].[c:45]1([P:46]([c:47]2[cH:48][cH:49][cH:50][cH:51][cH:52]2)[c:53]2[cH:54][cH:55][cH:56][cH:57][cH:58]2)[cH:59][cH:60][cH:61][cH:62][cH:63]1>>[F:1][C:2]([C:3]([C:4]([F:5])([F:6])[F:7])([O:8][CH2:9][c:10]1[cH:11][cH:12][c:13]([O:16][CH3:17])[cH:14][cH:15]1)[c:18]1[cH:19][c:20]([O:21][CH2:22][CH2:23][CH2:24][O:25][c:39]2[cH:38][c:37]([CH2:36][CH2:35][C:34]([O:33][CH2:31][CH3:32])=[O:44])[cH:42][cH:41][cH:40]2)[cH:26][cH:27][cH:28]1)([F:29])[F:30]. Reactants: [I-].[Na+] (Sodium iodide), CS(=O)(=O)OCCCCC(C(F)(F)F)(F)F (1-methanesulfonyloxy-5,5,6,6,6-pentafluorohexane), O (Water). The solvent is CC(=O)C (acetone). Product: ICCCCC(C(F)(F)F)(F)F (1-iodo-5,5,6,6,6-pentafluorohexane). Yield: 82.9%. Reaction SMILES: [I-:1].[Na+].CS(O[CH2:8][CH2:9][CH2:10][CH2:11][C:12]([F:18])([F:17])[C:13]([F:16])([F:15])[F:14])(=O)=O.O>CC(C)=O>[I:1][CH2:8][CH2:9][CH2:10][CH2:11][C:12]([F:18])([F:17])[C:13]([F:16])([F:15])[F:14] |f:0.1|. Procedure details: Sodium iodide (168 g, 1.12 mol) was added to a solution of 1-methanesulfonyloxy-5,5,6,6,6-pentafluorohexane (101 g, 373.77 mmol) in acetone (2000 ml), followed by heating under reflux for 12 hours. Water was added to the reaction mixture, which was then extracted twice with ether. The combined organic layers were washed with 1% aqueous sodium thiosulfate and saturated aqueous sodium chloride, and then dried over anhydrous magnesium sulfate. After distilling off the solvent, the residue was purif... Reactants: CC(O)C(N)C(=O)O, [Na+], [OH-], O=C(Cl)Cc1ccccc1. Product: CC(O)C(NC(=O)Cc1ccccc1)C(=O)O. As a reaction SMILES: [CH3:1][CH:2]([OH:3])[CH:4]([NH2:5])[C:6]([OH:7])=[O:8].[Na+:20].[OH-:19].[c:9]1([CH2:15][C:16](=[O:17])[Cl:18])[cH:10][cH:11][cH:12][cH:13][cH:14]1>>[CH3:1][CH:2]([OH:3])[CH:4]([NH:5][C:16]([CH2:15][c:9]1[cH:10][cH:11][cH:12][cH:13][cH:14]1)=[O:17])[C:6]([OH:7])=[O:8]. The reactants are CC(C)(C)OC(=O)NC(Cc1ccccc1C(F)(F)F)C(=O)O, CCN(C(C)C)C(C)C, ClC(Cl)Cl, Cc1c(Cl)nn(C)c1-c1csc(C(=O)O)c1, NC(Cc1cccc(F)c1)CN1C(=O)c2ccccc2C1=O. The product is Cc1c(Cl)nn(C)c1-c1csc(C(=O)NC(Cc2cccc(F)c2)CN2C(=O)c3ccccc3C2=O)c1. RXN SMILES: [CH3:39][C:40]([O:41][C:42]([NH:43][CH:44]([C:45]([OH:46])=[O:47])[CH2:48][c:49]1[cH:50][cH:51][cH:52][cH:53][c:54]1[C:55]([F:56])([F:57])[F:58])=[O:59])([CH3:60])[CH3:61].[CH:62]([N:63]([CH2:64][CH3:65])[CH:66]([CH3:67])[CH3:68])([CH3:69])[CH3:70].[CH:71]([Cl:72])([Cl:73])[Cl:74].[Cl:1][c:2]1[n:3][n:4]([CH3:16])[c:5](-[c:8]2[cH:9][c:10]([C:13](=[O:14])[OH:15])[s:11][cH:12]2)[c:6]1[CH3:7].[NH2:17][CH:18]([CH2:19][N:20]1[C:21](=[O:30])[c:22]2[cH:23][cH:24][cH:25][cH:26][c:27]2[C:28]1=[O:29])[CH2:31][c:32]1[cH:33][c:34]([F:38])[cH:35][cH:36][cH:37]1>>[Cl:1][c:2]1[n:3][n:4]([CH3:16])[c:5](-[c:8]2[cH:9][c:10]([C:13](=[O:15])[NH:17][CH:18]([CH2:19][N:20]3[C:21](=[O:30])[c:22]4[cH:23][cH:24][cH:25][cH:26][c:27]4[C:28]3=[O:29])[CH2:31][c:32]3[cH:33][c:34]([F:38])[cH:35][cH:36][cH:37]3)[s:11][cH:12]2)[c:6]1[CH3:7]. The reactants are C(C)(C)(C)C1=C(C=CC(=C1)C(C)(C)C)O (2,4-di-tert-butyl-phenol), C(C=C)OC1=CC=C(C(C(=O)O)O)C=C1 (4-allyloxymandelic acid). The product is C(C=C)OC1=CC=C(C=C1)C1C(OC2=C1C=C(C=C2C(C)(C)C)C(C)(C)C)=O (3-(4-allyloxyphenyl)-5,7-di-tert-butylbenzofuran-2-one). RXN SMILES: [C:1]([C:5]1[CH:10]=[C:9]([C:11]([CH3:14])([CH3:13])[CH3:12])[CH:8]=[CH:7][C:6]=1[OH:15])([CH3:4])([CH3:3])[CH3:2].[CH2:16]([O:19][C:20]1[CH:30]=[CH:29][C:23]([CH:24](O)[C:25](O)=[O:26])=[CH:22][CH:21]=1)[CH:17]=[CH2:18]>>[CH2:16]([O:19][C:20]1[CH:30]=[CH:29][C:23]([CH:24]2[C:7]3[CH:8]=[C:9]([C:11]([CH3:14])([CH3:13])[CH3:12])[CH:10]=[C:5]([C:1]([CH3:4])([CH3:3])[CH3:2])[C:6]=3[O:15][C:25]2=[O:26])=[CH:22][CH:21]=1)[CH:17]=[CH2:18]. Reported procedure: A mixture of 309 g (1.50 mol) of 2,4-di-tert-butyl-phenol and 192 g (1.00 mol) of 4-allyloxymandelic acid (prepared in accordance with EP-B-182 507, Example 1, page 4) is stirred under nitrogen for 2 hours at 140°-150° C. Then the mixture is stirred under low vacuum (50 mbar) for 1.5 hours; at 150° C. Excess 2,4-di-tert-butylphenol is distilled off under a high vacuum. Crystallisation of the residue from xylene and ethanol gives 230.1 g (61% ) of 3-(4-allyloxyphenyl)-5,7-di-tert-butylbenzofuran-... Yield: 60.8%. Conditions: time 2 hour.